From a dataset of the Open Reaction Database (ORD), a public repository of structured organic reaction records. describe an organic reaction: reactants, conditions, products, and yield The reactants are O=C(Cl)c1ccc(CBr)cc1, O=C(Cc1ccc(CBr)cc1)N=C=S, O=C(O)c1ccc(CBr)cc1, COc1cc2nccc(Oc3ccc(N)cc3)c2cc1OC, Cc1ccccc1, CCO, O=S(Cl)Cl. The product is COc1cc2nccc(Oc3ccc(NC(=S)NC(=O)Cc4ccc(CBr)cc4)cc3)c2cc1OC. RXN SMILES: [Br:16][CH2:17][c:18]1[cH:19][cH:20][c:21]([C:22]([Cl:23])=[O:24])[cH:25][cH:26]1.[Br:49][CH2:50][c:51]1[cH:52][cH:53][c:54]([CH2:57][C:58](=[O:59])[N:60]=[C:61]=[S:62])[cH:55][cH:56]1.[Br:5][CH2:6][c:7]1[cH:8][cH:9][c:10]([C:11]([OH:12])=[O:13])[cH:14][cH:15]1.[CH3:27][O:28][c:29]1[cH:30][c:31]2[c:32]([O:41][c:42]3[cH:43][cH:44][c:45]([NH2:46])[cH:47][cH:48]3)[cH:33][cH:34][n:35][c:36]2[cH:37][c:38]1[O:39][CH3:40].[CH3:63][c:64]1[cH:65][cH:66][cH:67][cH:68][cH:69]1.[CH3:70][CH2:71][OH:72].[S:1]([Cl:2])([Cl:3])=[O:4]>>[CH3:27][O:28][c:29]1[cH:30][c:31]2[c:32]([O:41][c:42]3[cH:43][cH:44][c:45]([NH:46][C:61]([NH:60][C:58]([CH2:57][c:54]4[cH:53][cH:52][c:51]([CH2:50][Br:49])[cH:56][cH:55]4)=[O:59])=[S:62])[cH:47][cH:48]3)[cH:33][cH:34][n:35][c:36]2[cH:37][c:38]1[O:39][CH3:40]. The reactants are CC(C)(C)OC(=O)N1CCNCC1, CCOC(=O)c1csc(Br)n1, C1COCCO1, CCN(C(C)C)C(C)C. Yields the product CCOC(=O)c1csc(N2CCN(C(=O)OC(C)(C)C)CC2)n1. Reaction SMILES: [C:12]([CH3:13])([CH3:14])([CH3:15])[O:16][C:17](=[O:18])[N:19]1[CH2:20][CH2:21][NH:22][CH2:23][CH2:24]1.[CH2:1]([CH3:2])[O:3][C:4](=[O:5])[c:6]1[n:7][c:8]([Br:11])[s:9][cH:10]1.[CH2:34]1[O:35][CH2:36][CH2:37][O:38][CH2:39]1.[CH:25]([N:26]([CH2:27][CH3:28])[CH:29]([CH3:30])[CH3:31])([CH3:32])[CH3:33]>>[CH2:1]([CH3:2])[O:3][C:4](=[O:5])[c:6]1[n:7][c:8]([N:22]2[CH2:21][CH2:20][N:19]([C:17]([O:16][C:12]([CH3:13])([CH3:14])[CH3:15])=[O:18])[CH2:24][CH2:23]2)[s:9][cH:10]1. The reactants are CCCCC(CCS(=O)(=O)[O-])c1ccc(Cl)cc1Cl, N#C[Na], CN(C)C=O, O. Product: CCCCC(CC#N)c1ccc(Cl)cc1Cl. Reaction SMILES: [Cl:4][c:5]1[c:6]([CH:12]([CH2:13][CH2:14][S:15]([O-:16])(=[O:17])=[O:18])[CH2:19][CH2:20][CH2:21][CH3:22])[cH:7][cH:8][c:9]([Cl:11])[cH:10]1.[Na:1][C:2]#[N:3].[O:24]=[CH:25][N:26]([CH3:27])[CH3:28].[OH2:23]>>[C:2](#[N:3])[CH2:13][CH:12]([c:6]1[c:5]([Cl:4])[cH:10][c:9]([Cl:11])[cH:8][cH:7]1)[CH2:19][CH2:20][CH2:21][CH3:22]. Reactants: CC#N, COc1ccc(OCCCS(=O)(=O)Nc2ccc(Cl)c(C(=O)Nc3cnc4[nH]nc(OC)c4c3)c2F)cc1. Product: COc1n[nH]c2ncc(NC(=O)c3c(Cl)ccc(NS(=O)(=O)CCCO)c3F)cc12. As a reaction SMILES: [CH3:39][C:40]#[N:41].[Cl:1][c:2]1[cH:3][cH:4][c:5]([NH:23][S:24](=[O:25])(=[O:26])[CH2:27][CH2:28][CH2:29][O:30][c:31]2[cH:32][cH:33][c:34]([O:35][CH3:36])[cH:37][cH:38]2)[c:6]([F:22])[c:7]1[C:8](=[O:9])[NH:10][c:11]1[cH:12][c:13]2[c:14]([n:15][cH:16]1)[nH:17][n:18][c:19]2[O:20][CH3:21]>>[Cl:1][c:2]1[cH:3][cH:4][c:5]([NH:23][S:24](=[O:25])(=[O:26])[CH2:27][CH2:28][CH2:29][OH:30])[c:6]([F:22])[c:7]1[C:8](=[O:9])[NH:10][c:11]1[cH:12][c:13]2[c:14]([n:15][cH:16]1)[nH:17][n:18][c:19]2[O:20][CH3:21]. Reactants: COC=1C=C(C=C(C1)OC)C(C(C(=O)OC)C1=CC(=C(C=C1)OC)OC)=O (methyl 3-(3,5-dimethoxyphenyl)-2-(3,4-dimethoxyphenyl)-3-oxopropionate), B(O)(O)O (boric acid). Run at temperature 140 celsius, time 1 hour. The product is COC=1C=C(C=C(C1)OC)C(CC1=CC(=C(C=C1)OC)OC)=O (1-(3,5-dimethoxyphenyl)-2-(3,4-dimethoxyphenyl)ethanone). Reaction SMILES: [CH3:1][O:2][C:3]1[CH:4]=[C:5]([C:11](=[O:27])[CH:12]([C:17]2[CH:22]=[CH:21][C:20]([O:23][CH3:24])=[C:19]([O:25][CH3:26])[CH:18]=2)C(OC)=O)[CH:6]=[C:7]([O:9][CH3:10])[CH:8]=1.B(O)(O)O>>[CH3:1][O:2][C:3]1[CH:4]=[C:5]([C:11](=[O:27])[CH2:12][C:17]2[CH:22]=[CH:21][C:20]([O:23][CH3:24])=[C:19]([O:25][CH3:26])[CH:18]=2)[CH:6]=[C:7]([O:9][CH3:10])[CH:8]=1. Reported procedure: 90.9 g of crude methyl 3-(3,5-dimethoxyphenyl)-2-(3,4-dimethoxyphenyl)-3-oxopropionate prepared according to Example 3 and 30 g of boric acid are introduced into a 250 ml three-necked round-bottomed flask. The mixture is heated with stirring at 100° C. for 1 h, 120° C. for 1 140° C. for 1 h and then 160° C. for 4 h while distilling off light products. The mixture is cooled to approximately 60° C., 226 g of a 15% sodium hydroxide solution are added dropwise and the mixture is maintained at reflux... Reactants: C[S-] (thiomethoxide), BrCC(C(C)(C)C)=O (1-bromo-3,3-dimethyl-2-butanone), [O-]CC.[Na+] (sodium ethoxide), [Na] (sodium), CS (methanethiol). Run in alcohol. Yields the product CC(C(CSC)=O)(C)C (3,3-dimethyl-1-methylthio-2-butanone). As a reaction SMILES: [O-]CC.[Na+].[Na].[CH3:6][SH:7].C[S-].Br[CH2:11][C:12](=[O:17])[C:13]([CH3:16])([CH3:15])[CH3:14]>>[CH3:14][C:13]([CH3:16])([CH3:15])[C:12](=[O:17])[CH2:11][S:7][CH3:6] |f:0.1,^1:4|. Reported procedure: To a solution of sodium ethoxide prepared from 7.7 g (0.33 mol) of sodium metal and 200 ml of absolute alcohol was added 19 g (0.4 mol) of methanethiol over 10 min. at ±2° C. To this solution of thiomethoxide was added dropwise, over 25 min., 59 g (0.28 mol) of 1-bromo-3,3-dimethyl-2-butanone prepared according to the procedure of J. Am. Chem. Soc. 74, 4507 (1952). The temperature was maintained at 0°±3° C. during the addition and for a further 30 min. The reaction mixture was filtered and the s... Starting materials: ClC(=O)OCC (Ethyl chloroformate), Cl.C(C1=CC=CC=C1)ON (O-benzylhydroxylamine hydrochloride), CN1CCOCC1 (NMM), COC1=CC=C(C=C1)S(=O)(=O)CC(C(=O)O)CC1=CC=CC=C1 (2-[(4-methoxybenzenesulfonyl)methyl]-3-phenyl-propionic acid), CN1CCOCC1 (NMM). The solvent is C1CCOC1 (THF), C1CCOC1 (THF), C1CCOC1 (THF). Run at temperature 0 celsius, time 10 minute. Yields the product C(C1=CC=CC=C1)ONC(C(CC1=CC=CC=C1)CS(=O)(=O)C1=CC=C(C=C1)OC)=O (N-benzyloxy-2-[(4-methoxybenzenesulfonyl)methyl]-3-phenyl-propionamide). As a reaction SMILES: [CH3:1][O:2][C:3]1[CH:8]=[CH:7][C:6]([S:9]([CH2:12][CH:13]([CH2:17][C:18]2[CH:23]=[CH:22][CH:21]=[CH:20][CH:19]=2)[C:14](O)=[O:15])(=[O:11])=[O:10])=[CH:5][CH:4]=1.CN1CCOCC1.ClC(OCC)=O.Cl.[CH2:38]([O:45][NH2:46])[C:39]1[CH:44]=[CH:43][CH:42]=[CH:41][CH:40]=1>C1COCC1>[CH2:38]([O:45][NH:46][C:14](=[O:15])[CH:13]([CH2:12][S:9]([C:6]1[CH:7]=[CH:8][C:3]([O:2][CH3:1])=[CH:4][CH:5]=1)(=[O:10])=[O:11])[CH2:17][C:18]1[CH:23]=[CH:22][CH:21]=[CH:20][CH:19]=1)[C:39]1[CH:44]=[CH:43][CH:42]=[CH:41][CH:40]=1 |f:3.4|. Procedure: A solution of 2-[(4-methoxybenzenesulfonyl)methyl]-3-phenyl-propionic acid (1.05 g, 3.14 mmol) and 0.69 mL (6.3 mmol) of NMM in dry THF, under nitrogen, is cooled in an ice bath. Ethyl chloroformate (0.33 mL, 3.5 mmol) in 7 mL of THF is added dropwise over 5 minutes. The suspension is stirred at 0° C. for 10 minutes, after which a slurry of O-benzylhydroxylamine hydrochloride (0.64 g, 4 mmol) and NMM (0.44 mL, 4 mmol) in 7 mL of THF is introduced in several portions. The mixture is stirred for 1... Reactants: 4A, BrC1=CC(=C2C=NNC2=C1)OC (6-bromo-4-(methyloxy)-1H-indazole), C(C1=CC=CC=C1)OC1=C(C=C(C=C1)B(O)O)F (4-benzyloxy-3-fluorobenzeneboronic acid), N1=CC=CC=C1 (pyridine). Reagents/catalysts: C(C)(=O)[O-].[Cu+2].C(C)(=O)[O-] (copper acetate). Solvent: ClCCl (dichloromethane). Run at time 5 day. The product is BrC1=CC(=C2C=NN(C2=C1)C1=CC(=C(C=C1)OCC1=CC=CC=C1)F)OC (6-Bromo-1-{3-fluoro-4-[(phenylmethyl)oxy]phenyl}-4-(methyloxy)-1H-indazole). The yield is 65.4%. As a reaction SMILES: [Br:1][C:2]1[CH:10]=[C:9]2[C:5]([CH:6]=[N:7][NH:8]2)=[C:4]([O:11][CH3:12])[CH:3]=1.[CH2:13]([O:20][C:21]1[CH:26]=[CH:25][C:24](B(O)O)=[CH:23][C:22]=1[F:30])[C:14]1[CH:19]=[CH:18][CH:17]=[CH:16][CH:15]=1.N1C=CC=CC=1>ClCCl.C([O-])(=O)C.[Cu+2].C([O-])(=O)C>[Br:1][C:2]1[CH:10]=[C:9]2[C:5]([CH:6]=[N:7][N:8]2[C:24]2[CH:25]=[CH:26][C:21]([O:20][CH2:13][C:14]3[CH:15]=[CH:16][CH:17]=[CH:18][CH:19]=3)=[C:22]([F:30])[CH:23]=2)=[C:4]([O:11][CH3:12])[CH:3]=1 |f:4.5.6|. Reported procedure: To a solution of 6-bromo-4-(methyloxy)-1H-indazole (1.0 g, 4.40 mmol) in dichloromethane (50 mL) was added 4-benzyloxy-3-fluorobenzeneboronic acid (2.16 g, 8.80 mmol), pyridine (0.71 mL, 8.79 mmol), copper acetate (1.2 g, 6.62 mmol) and powdered 4A molecular sieves (2 g). The reaction mixture was stirred at room temperature in the presence of air for 5 days. Celite was added to the mixture and stirred for 10 mins then the mixture was filtered through a pad of celite and then the filtrate was was... Starting materials: Cc1cc(-c2cccc(C(=O)CC(=O)Nc3cc(-n4cccc4)ccc3NC(=O)OC(C)(C)C)c2)ccn1, ClCCl, O=C(O)C(F)(F)F. Yields the product Cc1cc(-c2cccc(C3=Nc4ccc(-n5cccc5)cc4NC(=O)C3)c2)ccn1. RXN SMILES: [C:1]([O:2][C:3](=[O:4])[NH:7][c:8]1[c:9]([NH:19][C:20]([CH2:21][C:22](=[O:5])[c:24]2[cH:25][c:26](-[c:30]3[cH:31][c:32]([CH3:36])[n:33][cH:34][cH:35]3)[cH:27][cH:28][cH:29]2)=[O:37])[cH:10][c:11](-[n:14]2[cH:15][cH:16][cH:17][cH:18]2)[cH:12][cH:13]1)([CH3:6])([CH3:23])[CH3:38].[Cl:46][CH2:47][Cl:48].[F:39][C:40]([F:41])([F:42])[C:43]([OH:44])=[O:45]>>[N:7]1=[C:22]([c:24]2[cH:25][c:26](-[c:30]3[cH:31][c:32]([CH3:36])[n:33][cH:34][cH:35]3)[cH:27][cH:28][cH:29]2)[CH2:21][C:20](=[O:37])[NH:19][c:9]2[c:8]1[cH:13][cH:12][c:11](-[n:14]1[cH:15][cH:16][cH:17][cH:18]1)[cH:10]2.